From a dataset of the Open Reaction Database (ORD), a public repository of structured organic reaction records. describe an organic reaction: reactants, conditions, products, and yield As a reaction SMILES: [C:23]([CH3:24])([CH3:25])([CH3:26])[O:27][C:28](=[O:29])[N:30]1[CH2:31][CH:32]([OH:35])[CH2:33][CH2:34]1.[CH2:36]1[CH2:37][CH2:38][C:39]2=[N:44][CH2:43][CH2:42][CH2:41][N:40]2[CH2:45][CH2:46]1.[CH3:53][S:54]([CH3:55])=[O:56].[CH:49]([Cl:50])([Cl:51])[Cl:52].[F:1][c:2]1[c:3]([F:22])[c:4]2[c:5]3[n:6]([cH:11][c:12]([C:17](=[O:18])[O:19][CH2:20][CH3:21])[c:13](=[O:16])[c:14]3[cH:15]1)[CH:7]([CH3:10])[CH2:8][O:9]2.[H-:47].[Na+:48]>>[F:1][c:2]1[c:3]([O:35][CH:32]2[CH2:31][N:30]([C:28]([O:27][C:23]([CH3:24])([CH3:25])[CH3:26])=[O:29])[CH2:34][CH2:33]2)[c:4]2[c:5]3[n:6]([cH:11][c:12]([C:17](=[O:18])[O:19][CH2:20][CH3:21])[c:13](=[O:16])[c:14]3[cH:15]1)[CH:7]([CH3:10])[CH2:8][O:9]2. Yields the product CCOC(=O)c1cn2c3c(c(OC4CCN(C(=O)OC(C)(C)C)C4)c(F)cc3c1=O)OCC2C. The reactants are CC(C)(C)OC(=O)N1CCC(O)C1, C1CCC2=NCCCN2CC1, CS(C)=O, ClC(Cl)Cl, CCOC(=O)c1cn2c3c(c(F)c(F)cc3c1=O)OCC2C, [H-], [Na+]. The reactants are BrCCCCBr, C1CCOC1, CCOC(=O)C(C)c1ccccc1, CC(C)[N-]C(C)C, CN1CCCN(C)C1=O, [Cl-], [Li+], [NH4+]. The product is CCOC(=O)C(C)(CCCCBr)c1ccccc1. As a reaction SMILES: [Br:22][CH2:23][CH2:24][CH2:25][CH2:26][Br:27].[CH2:30]1[O:31][CH2:32][CH2:33][CH2:34]1.[CH2:9]([CH3:10])[O:11][C:12]([CH:13]([CH3:14])[c:15]1[cH:16][cH:17][cH:18][cH:19][cH:20]1)=[O:21].[CH3:2][CH:3]([N-:4][CH:5]([CH3:6])[CH3:7])[CH3:8].[CH3:35][N:36]1[CH2:37][CH2:38][CH2:39][N:40]([CH3:41])[C:42]1=[O:43].[Cl-:28].[Li+:1].[NH4+:29]>>[CH2:9]([CH3:10])[O:11][C:12]([C:13]([CH3:14])([c:15]1[cH:16][cH:17][cH:18][cH:19][cH:20]1)[CH2:26][CH2:25][CH2:24][CH2:23][Br:22])=[O:21]. Reactants: C(CCCCCCCCCCC(=O)Cl)(=O)Cl (1,12-dodecanedioyl dichloride), P(OC)(OC)OC (trimethyl phosphite), P(OC)(OC)[O-] (dimethyl phosphite). Run at temperature 90 celsius, time 10 hour. Product: OC(CCCCCCCCCCC(P(OC)(=O)OC)(P(OC)(=O)OC)O)(P(OC)(=O)OC)P(OC)(=O)OC (Octamethyl 1,12-dihydroxydodecane-1,1,12,12-tetrakisphosphonate). Reaction SMILES: [C:1](Cl)(=[O:15])[CH2:2][CH2:3][CH2:4][CH2:5][CH2:6][CH2:7][CH2:8][CH2:9][CH2:10][CH2:11][C:12](Cl)=[O:13].[P:17]([O:22]C)([O:20][CH3:21])[O:18][CH3:19].[P:24]([O-:29])([O:27][CH3:28])[O:25][CH3:26]>>[OH:15][C:1]([P:17]([O:18][CH3:19])(=[O:22])[O:20][CH3:21])([P:17]([O:20][CH3:21])(=[O:22])[O:18][CH3:19])[CH2:2][CH2:3][CH2:4][CH2:5][CH2:6][CH2:7][CH2:8][CH2:9][CH2:10][CH2:11][C:12]([OH:13])([P:17]([O:20][CH3:21])(=[O:22])[O:18][CH3:19])[P:24]([O:27][CH3:28])(=[O:29])[O:25][CH3:26]. Reported procedure: 5.34 g (0.02 mol) 1,12-dodecanedioyl dichloride was added dropwise, with stirring, in a nitrogen atmosphere, to a mixture of 4.96 g (0.04 mol) of trimethyl phosphite and 4.40 g (0.04 mol) of dimethyl phosphite at room temperature. The mixture was stirred for 10 hrs at 90° C. and the reaction mixture was evaporated under reduced pressure. The oily residue (9.8 g) showed a broad signal at δ=22.3 ppm in the 31P nmr spectrum. The product is C[Si](OC1(CCC2=C(C(=CC=C12)OC)OC)C#N)(C)C (1-trimethylsilanyloxy-4,5-dimethoxyindane-1-carbonitrile). The reactants are C[Si](C)(C)C#N (trimethylsilyl cyanide), COC1=C2CCC(C2=CC=C1OC)=O (4,5-dimethoxy-1-indanone), C(C)#N (acetonitrile). Procedure details: Under nitrogen, zinc iodide (1.5 g, 4.68 mmol), trimethylsilyl cyanide (27.1 mL, 203.0 mmol) were added sequentially to the solution of 4,5-dimethoxy-1-indanone (30.0 g, 156.1 mmol) in toluene (100 mL) and acetonitrile (24 mL). The reaction mixture was heated to 50° C. for 16 h. The reaction mixture was cooled to room temperature and diluted with 100 mL of toluene and 60 mL of a saturated aqueous sodium bicarbonate solution. After the mixture was stirred for 1 h, the layers were separated. The o... As a reaction SMILES: C[Si:2]([C:5]#N)([CH3:4])[CH3:3].[CH3:7][O:8][C:9]1[C:17]([O:18][CH3:19])=[CH:16][CH:15]=[C:14]2[C:10]=1[CH2:11][CH2:12][C:13]2=[O:20].[C:21](#[N:23])C>C1(C)C=CC=CC=1.C(=O)(O)[O-].[Na+].[I-].[Zn+2].[I-]>[CH3:5][Si:2]([CH3:3])([CH3:4])[O:20][C:13]1([C:21]#[N:23])[C:14]2[C:10](=[C:9]([O:8][CH3:7])[C:17]([O:18][CH3:19])=[CH:16][CH:15]=2)[CH2:11][CH2:12]1 |f:4.5,6.7.8|. Conditions: temperature 50 celsius, time 1 hour. Isolated yield 73.0%. Run in C1(=CC=CC=C1)C (toluene), C([O-])(O)=O.[Na+] (sodium bicarbonate), C1(=CC=CC=C1)C (toluene). Reagents/catalysts: [I-].[Zn+2].[I-] (zinc iodide).